This data is from the Open Reaction Database (ORD), a public repository of structured organic reaction records. The task is: describe an organic reaction: reactants, conditions, products, and yield Reactants: [BH4-], CN, CO, CCCOc1c(C=O)cccc1C(C)C, [Na+]. Yields the product CCCOc1c(CCN)cccc1C(C)C. Reaction SMILES: [BH4-:18].[CH3:1][NH2:2].[CH3:20][OH:21].[CH:3]([CH3:4])([CH3:5])[c:6]1[c:7]([O:14][CH2:15][CH2:16][CH3:17])[c:8]([CH:9]=[O:10])[cH:11][cH:12][cH:13]1.[Na+:19]>>[CH2:1]([NH2:2])[CH2:9][c:8]1[c:7]([O:14][CH2:15][CH2:16][CH3:17])[c:6]([CH:3]([CH3:4])[CH3:5])[cH:13][cH:12][cH:11]1. The reactants are C([O-])([O-])=O.[Cs+].[Cs+] (cesium carbonate), C(CC(=O)OCC=C)(=O)OCC=C (diallyl malonate), ICCC1=CC=C(C(=O)OC)C=C1 (methyl 4-(2-iodoethyl)benzoate), CN(C)C=O (DMF). Reaction conditions: time 8 hour. Yields the product COC(=O)C1=CC=C(C=C1)CCC(C(=O)OCC=C)(C(=O)OCC=C)CCC1=CC=C(C=C1)C(=O)OC (Diallyl bis{2-[4-(methoxycarbonyl)phenyl]ethyl}malonate). As a reaction SMILES: [C:1](=[O:4])([O-])[O-].[Cs+].[Cs+].[C:7]([O:16][CH2:17][CH:18]=[CH2:19])(=[O:15])[CH2:8][C:9]([O:11][CH2:12][CH:13]=[CH2:14])=[O:10].I[CH2:21][CH2:22][C:23]1[CH:32]=[CH:31][C:26]([C:27]([O:29][CH3:30])=[O:28])=[CH:25][CH:24]=1.CN([CH:36]=[O:37])C>>[CH3:30][O:29][C:27]([C:26]1[CH:31]=[CH:32][C:23]([CH2:22][CH2:21][C:8]([CH2:21][CH2:22][C:23]2[CH:32]=[CH:31][C:26]([C:1]([O:37][CH3:36])=[O:4])=[CH:25][CH:24]=2)([C:9]([O:11][CH2:12][CH:13]=[CH2:14])=[O:10])[C:7]([O:16][CH2:17][CH:18]=[CH2:19])=[O:15])=[CH:24][CH:25]=1)=[O:28] |f:0.1.2|. Procedure: At room temperature, 61.9 g (190.02 mmol) of cesium carbonate are added to a solution of 10 g (54.3 mmol) of diallyl malonate and 47.25 g (purity 80%, 130.3 mmol) of methyl 4-(2-iodoethyl)benzoate in 100 ml DMF, and the mixture is then stirred at room temperature overnight. After the reaction has gone to completion, the reaction solution is evaporated to dryness and the residue is taken up in 100 ml of water and 100 ml of diethyl ether. The aqueous phase is extracted five times with diethyl ethe... Reactants: Brc1ccc2[nH]c(Cc3ccccc3)nc2c1, CI, CC(C)=O, ClCCl, [K+], [OH-]. Yields the product Cn1c(Cc2ccccc2)nc2cc(Br)ccc21. As a reaction SMILES: [CH2:3]([c:4]1[cH:5][cH:6][cH:7][cH:8][cH:9]1)[c:10]1[n:11][c:12]2[c:13]([nH:14]1)[cH:15][cH:16][c:17]([Br:19])[cH:18]2.[CH3:20][I:21].[CH3:22][C:23](=[O:24])[CH3:25].[Cl:26][CH2:27][Cl:28].[K+:2].[OH-:1]>>[CH2:3]([c:4]1[cH:5][cH:6][cH:7][cH:8][cH:9]1)[c:10]1[n:11][c:12]2[c:13]([n:14]1[CH3:20])[cH:15][cH:16][c:17]([Br:19])[cH:18]2. Starting materials: FC1=CC=C(OC=2C=C(C=CC2)C2CC(C2)=O)C=C1 (3-(3-(4-fluorophenoxy)phenyl)cyclobutanone), Cl.NO (hydroxylamine hydrochloride), C(C)O (ethanol). Run in N1=CC=CC=C1 (pyridine). Product: FC1=CC=C(OC=2C=C(C=CC2)C2CC(C2)=NO)C=C1 (3-(3-(4-fluorophenoxy)phenyl)cyclobutanone oxime). RXN SMILES: [F:1][C:2]1[CH:19]=[CH:18][C:5]([O:6][C:7]2[CH:8]=[C:9]([CH:13]3[CH2:16][C:15](=O)[CH2:14]3)[CH:10]=[CH:11][CH:12]=2)=[CH:4][CH:3]=1.Cl.[NH2:21][OH:22].C(O)C>N1C=CC=CC=1>[F:1][C:2]1[CH:19]=[CH:18][C:5]([O:6][C:7]2[CH:8]=[C:9]([CH:13]3[CH2:16][C:15](=[N:21][OH:22])[CH2:14]3)[CH:10]=[CH:11][CH:12]=2)=[CH:4][CH:3]=1 |f:1.2|. Procedure: A solution of 3-(3-(4-fluorophenoxy)phenyl)cyclobutanone (2.59 g, 10.1 mmol) and hydroxylamine hydrochloride (844 mg, 12.1 mmol) in 1:1 ethanol:pyridine (50 mL) was stirred for 36 hours. It was then concentrated in vacuo. The residue was taken up in brine (50 mL) and extracted with ethyl acetate (3×50 mL). The organics were combined, dried over MgSO4 and concentrated to afford 3-(3-(4-fluorophenoxy)phenyl)cyclobutanone oxime which was used as is. Starting materials: COCCC(=O)O (3-methoxypropionic acid), C(=O)(N1C=NC=C1)N1C=NC=C1 (1,1′-carbonyl-diimidazole), NC=1C=C(CO)C=CC1 (3-aminobenzylalcohol). Run in CN(C)C=O (DMF). Reaction conditions: time 1 hour. The product is OCC=1C=C(C=CC1)NC(CCOC)=O (N-(3-Hydroxymethyl-phenyl)-3-methoxy-propionamide). Isolated yield 82.4%. As a reaction SMILES: [CH3:1][O:2][CH2:3][CH2:4][C:5]([OH:7])=O.C(N1C=CN=C1)(N1C=CN=C1)=O.[NH2:20][C:21]1[CH:22]=[C:23]([CH:26]=[CH:27][CH:28]=1)[CH2:24][OH:25]>CN(C=O)C>[OH:25][CH2:24][C:23]1[CH:22]=[C:21]([NH:20][C:5](=[O:7])[CH2:4][CH2:3][O:2][CH3:1])[CH:28]=[CH:27][CH:26]=1. Reported procedure: 0.76 g (7.31 mmol) 3-methoxypropionic acid in 10 ml dry DMF were treated with 1.25 g (7.71 mmol) 1,1′-carbonyl-diimidazole and stirred for 1 hr at room temperature. 1.00 g 3-aminobenzylalcohol were added and stirring was continued over night. The solvent was removed and the residue chromatographed on silica in ethyl acetate, yielding 1.26 g N-(3-Hydroxymethyl-phenyl)-3-methoxy-propionamide. Reactants: OCCOCc1cccc(Br)c1, CC(C)(C)[Si](C)(C)Cl, ClCCl, c1c[nH]cn1. The product is CC(C)(C)[Si](C)(C)OCCOCc1cccc(Br)c1. Reaction SMILES: [Br:1][c:2]1[cH:3][c:4]([CH2:5][O:6][CH2:7][CH2:8][OH:9])[cH:10][cH:11][cH:12]1.[C:18]([CH3:19])([CH3:20])([CH3:21])[Si:22]([Cl:23])([CH3:24])[CH3:25].[Cl:26][CH2:27][Cl:28].[nH:13]1[cH:14][cH:15][n:16][cH:17]1>>[Br:1][c:2]1[cH:3][c:4]([CH2:5][O:6][CH2:7][CH2:8][O:9][Si:22]([C:18]([CH3:19])([CH3:20])[CH3:21])([CH3:24])[CH3:25])[cH:10][cH:11][cH:12]1. The reactants are IC1=NNC2=CC(=CC=C12)C(F)(F)F (3-iodo-6-(trifluoromethyl)-1H-indazole), CC(C)(C)[O-].[K+] (potassium 2-methylpropan-2-olate), O (Water), IC (iodomethane). Run in O1CCCC1 (tetrahydrofuran). Run at time 30 minute. Yields the product IC1=NN(C2=CC(=CC=C12)C(F)(F)F)C (3-iodo-1-methyl-6-(trifluoromethyl)-1H-indazole). The yield is 72.1%. RXN SMILES: [I:1][C:2]1[C:10]2[C:5](=[CH:6][C:7]([C:11]([F:14])([F:13])[F:12])=[CH:8][CH:9]=2)[NH:4][N:3]=1.[CH3:15]C([O-])(C)C.[K+].IC.O>O1CCCC1>[I:1][C:2]1[C:10]2[C:5](=[CH:6][C:7]([C:11]([F:13])([F:12])[F:14])=[CH:8][CH:9]=2)[N:4]([CH3:15])[N:3]=1 |f:1.2|. Reported procedure: To a solution of 3-iodo-6-(trifluoromethyl)-1H-indazole (650 mg, 2.09 mmol) in dry tetrahydrofuran (20 mL) was added potassium 2-methylpropan-2-olate (0.35 mL, 3.13 mmol) at 0° C. under N2 atmosphere. After 30 minutes, iodomethane (445 mg, 3.13 mmol) was added dropwise at 0° C., then it was warmed to room temperature for 2 h. Water (2 mL) was added and product extracted with dichloromethane (150 mL), then organic phase washed with water (2×20 mL), brine (2×20 mL) then dried over Na2SO4, filtered... The reactants are COC(=O)C=1SC(=CC1N=CN(C)C)C#CC1CC1 (5-Cyclopropylethynyl-3-(dimethylamino-methyleneamino)-thiophene-2-carboxylic acid methyl ester), CS(=O)(=O)CCN1CCN(CCC1)C1=CC=C(C=C1)N (4-[4-(2-Methanesulfonyl-ethyl)-[1,4]diazepan-1-yl]-phenylamine). The product is C1(CC1)C#CC1=CC=2N=CN(C(C2S1)=O)C1=CC=C(C=C1)N1CCN(CCC1)CCS(=O)(=O)C (6-Cyclopropylethynyl-3-{4-[4-(2-methanesulfonyl-ethyl)-[1,4]diazepan-1-yl]-phenyl}-3H-thieno[3,2-d]pyrimidin-4-one). Reaction SMILES: CO[C:3]([C:5]1[S:6][C:7]([C:15]#[C:16][CH:17]2[CH2:19][CH2:18]2)=[CH:8][C:9]=1[N:10]=[CH:11][N:12]([CH3:14])C)=[O:4].[CH3:20][S:21]([CH2:24][CH2:25][N:26]1[CH2:32][CH2:31][CH2:30][N:29]([C:33]2[CH:38]=[CH:37]C(N)=[CH:35][CH:34]=2)[CH2:28][CH2:27]1)(=[O:23])=[O:22]>>[CH:17]1([C:16]#[C:15][C:7]2[S:6][C:5]3[C:3](=[O:4])[N:12]([C:14]4[CH:37]=[CH:38][C:33]([N:29]5[CH2:30][CH2:31][CH2:32][N:26]([CH2:25][CH2:24][S:21]([CH3:20])(=[O:23])=[O:22])[CH2:27][CH2:28]5)=[CH:34][CH:35]=4)[CH:11]=[N:10][C:9]=3[CH:8]=2)[CH2:18][CH2:19]1. Procedure: 5-Cyclopropylethynyl-3-(dimethylamino-methyleneamino)-thiophene-2-carboxylic acid methyl ester was reacted with 4-[4-(2-Methanesulfonyl-ethyl)-[1,4]diazepan-1-yl]-phenylamine by method A1. The product with the molecular weight of 496.64 (C25H28N4O3S2) was obtained in this way; MS (ESI): 497 (M+H+). Starting materials: ice water, O=C1C(=CC(=C2N1N=CC1=C2SC=C1)C(=O)OC)C1=CC=CC=C1 (methyl 7-oxo-8-phenyl-7H-pyrido[1,2-b]thieno[2,3-d]pyridazine-10-carboxylate), C(#N)[BH3-].[Na+] (sodium cyanoborohydride). Solvent: C(=O)O (formic acid), O1CCCC1 (tetrahydro-furan). Conditions: time 24 hour. Product: CN1N2C(C3=C(C1)C=CS3)=C(C=C(C2=O)C2=CC=CC=C2)C(=O)OC (methyl 4,5-dihydro-5-methyl-7-oxo-8-phenyl-7H-pyrido[1,2-b]thieno-[2,3-d]pyridazine-10-carboxylate). Reaction SMILES: [O:1]=[C:2]1[N:7]2[N:8]=[CH:9][C:10]3[CH:14]=[CH:13][S:12][C:11]=3[C:6]2=[C:5]([C:15]([O:17][CH3:18])=[O:16])[CH:4]=[C:3]1[C:19]1[CH:24]=[CH:23][CH:22]=[CH:21][CH:20]=1.[C:25]([BH3-])#N.[Na+]>C(O)=O.O1CCCC1>[CH3:25][N:8]1[CH2:9][C:10]2[CH:14]=[CH:13][S:12][C:11]=2[C:6]2=[C:5]([C:15]([O:17][CH3:18])=[O:16])[CH:4]=[C:3]([C:19]3[CH:24]=[CH:23][CH:22]=[CH:21][CH:20]=3)[C:2](=[O:1])[N:7]12 |f:1.2|. Reported procedure: 0.34 g of methyl 7-oxo-8-phenyl-7H-pyrido[1,2-b]thieno[2,3-d]pyridazine-10-carboxylate in 10 ml of formic acid are treated dropwise under argon at 25°-30° with 0.31 g of sodium cyanoborohydride in 2 ml of tetrahydro-furan. The mixture is left to stir at room temperature for 24 hours. The solution is poured into 50 ml of ice-water. The yellowish crystals are removed by filtration and washed with water. After drying in vacuo, recrystallization is carried out from ethyl acetate. There is obtained m...